The task is: describe an organic reaction: reactants, conditions, products, and yield. This data is from the Open Reaction Database (ORD), a public repository of structured organic reaction records. The reactants are aqueous solution, [OH-].[Na+] (sodium hydroxide), C(C)(=O)OC=1C=CC(=C(C(=O)NC2=C(C(=O)OC(C)(C)C)C=CC(=C2)C2=CC=CC=C2)C1)OCC1=CC=CC=C1 (tert-butyl 2-(5-acetoxy-2-(benzyloxy)benzamido)-4-phenylbenzoate). Solvent: CO (methanol), O1CCOCC1 (dioxane). Conditions: time 30 minute. Yields the product C(C1=CC=CC=C1)OC1=C(C(=O)NC2=C(C(=O)OC(C)(C)C)C=CC(=C2)C2=CC=CC=C2)C=C(C=C1)O (tert-butyl 2-(2-(benzyloxy)-5-hydroxybenzamido)-4-phenylbenzoate). The yield is 97.3%. RXN SMILES: [OH-].[Na+].C([O:6][C:7]1[CH:8]=[CH:9][C:10]([O:35][CH2:36][C:37]2[CH:42]=[CH:41][CH:40]=[CH:39][CH:38]=2)=[C:11]([CH:34]=1)[C:12]([NH:14][C:15]1[CH:27]=[C:26]([C:28]2[CH:33]=[CH:32][CH:31]=[CH:30][CH:29]=2)[CH:25]=[CH:24][C:16]=1[C:17]([O:19][C:20]([CH3:23])([CH3:22])[CH3:21])=[O:18])=[O:13])(=O)C>CO.O1CCOCC1>[CH2:36]([O:35][C:10]1[CH:9]=[CH:8][C:7]([OH:6])=[CH:34][C:11]=1[C:12]([NH:14][C:15]1[CH:27]=[C:26]([C:28]2[CH:33]=[CH:32][CH:31]=[CH:30][CH:29]=2)[CH:25]=[CH:24][C:16]=1[C:17]([O:19][C:20]([CH3:23])([CH3:22])[CH3:21])=[O:18])=[O:13])[C:37]1[CH:42]=[CH:41][CH:40]=[CH:39][CH:38]=1 |f:0.1|. Procedure details: A 2.0 mol/L aqueous solution of sodium hydroxide (1.6 mL) was added to a solution mixture of tert-butyl 2-(5-acetoxy-2-(benzyloxy)benzamido)-4-phenylbenzoate (0.58 g) in methanol (3.0 mL) and dioxane (2.0 mL), followed by stirring at room temperature for 30 minutes. The solvent was evaporated under reduced pressure, and water and chloroform were added to the residue, followed by adjusting the pH to 4.0 with 2.0 mol/L hydrochloric acid. The organic layer was separated, washed with a saturated aqu... Starting materials: Cl, COc1cc(C(=O)N2CCc3c2ccc(F)c3F)cc(N2CCC(n3c(=O)[nH]c4ncccc43)CC2)n1, CN(C)C=O, c1ccncc1. The product is O=C(c1cc(N2CCC(n3c(=O)[nH]c4ncccc43)CC2)[nH]c(=O)c1)N1CCc2c1ccc(F)c2F. Reaction SMILES: [ClH:38].[F:1][c:2]1[c:3]2[c:7]([cH:8][cH:9][c:10]1[F:11])[N:6]([C:12](=[O:13])[c:14]1[cH:15][c:16]([N:22]3[CH2:23][CH2:24][CH:25]([n:28]4[c:29](=[O:37])[nH:30][c:31]5[n:32][cH:33][cH:34][cH:35][c:36]45)[CH2:26][CH2:27]3)[n:17][c:18]([O:20][CH3:21])[cH:19]1)[CH2:5][CH2:4]2.[O:45]=[CH:46][N:47]([CH3:48])[CH3:49].[n:39]1[cH:40][cH:41][cH:42][cH:43][cH:44]1>>[F:1][c:2]1[c:3]2[c:7]([cH:8][cH:9][c:10]1[F:11])[N:6]([C:12](=[O:13])[c:14]1[cH:15][c:16]([N:22]3[CH2:23][CH2:24][CH:25]([n:28]4[c:29](=[O:37])[nH:30][c:31]5[n:32][cH:33][cH:34][cH:35][c:36]45)[CH2:26][CH2:27]3)[nH:17][c:18](=[O:20])[cH:19]1)[CH2:5][CH2:4]2. The reactants are [Na] (sodium), resultant solution, ClC1=CC=C(C=C1)C1(CC1)C(CC(=O)OCC)=O (ethyl 1-(p-chlorophenyl)-β-oxocyclopropanepropionate), [Na] (sodium), C1(=CC=CC=C1)OC=1C=C(C=CC1)CBr (α-bromo-m-tolyl phenyl ether). Solvent: C(C)O (ethanol), C(C)O (ethanol), C(C)O (ethanol). Run at temperature 70 celsius, time 1 hour. Yields the product hexanes ethyl acetate, ClC1=CC=C(C=C1)C1(CC1)C(C(C(=O)OCC)CC1=CC(=CC=C1)OC1=CC=CC=C1)=O (Ethyl 1-(p-chlorophenyl)-β-oxo-α-(m-phenoxybenzyl)cyclopropanepropionate). Isolated yield 91.2%. RXN SMILES: [Na].[Cl:2][C:3]1[CH:8]=[CH:7][C:6]([C:9]2([C:12](=[O:19])[CH2:13][C:14]([O:16][CH2:17][CH3:18])=[O:15])[CH2:11][CH2:10]2)=[CH:5][CH:4]=1.[C:20]1([O:26][C:27]2[CH:28]=[C:29]([CH2:33]Br)[CH:30]=[CH:31][CH:32]=2)[CH:25]=[CH:24][CH:23]=[CH:22][CH:21]=1>C(O)C>[Cl:2][C:3]1[CH:4]=[CH:5][C:6]([C:9]2([C:12](=[O:19])[CH:13]([CH2:33][C:29]3[CH:30]=[CH:31][CH:32]=[C:27]([O:26][C:20]4[CH:25]=[CH:24][CH:23]=[CH:22][CH:21]=4)[CH:28]=3)[C:14]([O:16][CH2:17][CH3:18])=[O:15])[CH2:11][CH2:10]2)=[CH:7][CH:8]=1 |^1:0|. Reported procedure: A mixture of sodium (0.31 g, 13.5 mmol) in ethanol (90 mL) is stirred at room temperature until the sodium dissolves. The resultant solution is heated to 70° C., treated dropwise with a solution of ethyl 1-(p-chlorophenyl)-β-oxocyclopropanepropionate (3.4 g, 12.8 mmol) in ethanol, stirred at 70° C. for one hour, treated dropwise with a solution of α-bromo-m-tolyl phenyl ether (4.0 g, 15.2 mmol) in ethanol, stirred at reflux overnight, stirred at room temperature for two days, and concentrated in... Starting materials: CN(C)C(=O)C(NC(=O)OC(C)(C)C)c1cccc(C(F)(F)F)c1, Cl, C1COCCO1. Yields the product CN(C)C(=O)Cc1cccc(C(F)(F)F)c1, Cl. RXN SMILES: [CH3:1][N:2]([C:3]([CH:4]([c:5]1[cH:6][c:7]([C:11]([F:12])([F:13])[F:14])[cH:8][cH:9][cH:10]1)[NH:15][C:16](=[O:17])[O:18][C:19]([CH3:20])([CH3:21])[CH3:22])=[O:23])[CH3:24].[ClH:25].[O:26]1[CH2:27][CH2:28][O:29][CH2:30][CH2:31]1>>[CH3:1][N:2]([C:3]([CH2:4][c:5]1[cH:6][c:7]([C:11]([F:12])([F:13])[F:14])[cH:8][cH:9][cH:10]1)=[O:23])[CH3:24].[ClH:25]. Reactants: IC1=NNC2=NC(=CC=C21)C (3-Iodo-6-methyl-1H-pyrazolo[3,4-b]pyridine), BrCCCNC(OC)=O (methyl (3-bromopropyl)carbamate). Product: IC1=NN(C2=NC(=CC=C21)C)CCCNC(OC)=O (methyl [3-(3-iodo-6-methyl-1H-pyrazolo[3,4-b]pyridin-1-yl)propyl]carbamate). As a reaction SMILES: [I:1][C:2]1[C:10]2[C:5](=[N:6][C:7]([CH3:11])=[CH:8][CH:9]=2)[NH:4][N:3]=1.Br[CH2:13][CH2:14][CH2:15][NH:16][C:17](=[O:20])[O:18][CH3:19]>>[I:1][C:2]1[C:10]2[C:5](=[N:6][C:7]([CH3:11])=[CH:8][CH:9]=2)[N:4]([CH2:13][CH2:14][CH2:15][NH:16][C:17](=[O:20])[O:18][CH3:19])[N:3]=1. Reported procedure: 3-Iodo-6-methyl-1H-pyrazolo[3,4-b]pyridine and methyl (3-bromopropyl)carbamate were treated in the similar manner to Reference Example 102(1) to give methyl [3-(3-iodo-6-methyl-1H-pyrazolo[3,4-b]pyridin-1-yl)propyl]carbamate [REx(104-3)] as a colorless powder. Starting materials: CCO, Cl, [Na+], C1CCOC1, [OH-], O, CCOC(=O)CCc1cn(Cc2cccc(C(=O)NCc3ccc(C(F)(F)F)cc3)c2)nc1-c1ccccc1. The product is O=C(O)CCc1cn(Cc2cccc(C(=O)NCc3ccc(C(F)(F)F)cc3)c2)nc1-c1ccccc1. RXN SMILES: [CH3:42][CH2:43][OH:44].[ClH:45].[Na+:41].[O:47]1[CH2:48][CH2:49][CH2:50][CH2:51]1.[OH-:40].[OH2:46].[c:1]1(-[c:7]2[n:8][n:9]([CH2:19][c:20]3[cH:21][c:22]([C:26](=[O:27])[NH:28][CH2:29][c:30]4[cH:31][cH:32][c:33]([C:36]([F:37])([F:38])[F:39])[cH:34][cH:35]4)[cH:23][cH:24][cH:25]3)[cH:10][c:11]2[CH2:12][CH2:13][C:14](=[O:15])[O:16][CH2:17][CH3:18])[cH:2][cH:3][cH:4][cH:5][cH:6]1>>[c:1]1(-[c:7]2[n:8][n:9]([CH2:19][c:20]3[cH:21][c:22]([C:26](=[O:27])[NH:28][CH2:29][c:30]4[cH:31][cH:32][c:33]([C:36]([F:37])([F:38])[F:39])[cH:34][cH:35]4)[cH:23][cH:24][cH:25]3)[cH:10][c:11]2[CH2:12][CH2:13][C:14](=[O:15])[OH:16])[cH:2][cH:3][cH:4][cH:5][cH:6]1. Starting materials: Brc1ccsc1, [Cl-], [H-], [Na+], Oc1ccccc1, c1ccncc1. Yields the product c1ccc(Oc2ccsc2)cc1. Reaction SMILES: [Br:9][c:10]1[cH:11][s:12][cH:13][cH:14]1.[Cl-:1].[H-:15].[Na+:16].[OH:2][c:3]1[cH:4][cH:5][cH:6][cH:7][cH:8]1.[cH:17]1[cH:18][cH:19][n:20][cH:21][cH:22]1>>[O:2]([c:3]1[cH:4][cH:5][cH:6][cH:7][cH:8]1)[c:10]1[cH:11][s:12][cH:13][cH:14]1. Starting materials: NC1=CC=C(OCC(=O)O)C=C1 (4-aminophenoxyacetic acid), [OH-].[Na+] (NaOH), C(C=C)OC(=O)Cl (chloroformic acid allyl ester). The solvent is O (water). Conditions: time 20 minute. Yields the product C(C=C)OC(=O)NC1=CC=C(OCC(=O)O)C=C1 (4-(allyloxycarbonylamino)-phenoxyacetic acid). RXN SMILES: [NH2:1][C:2]1[CH:12]=[CH:11][C:5]([O:6][CH2:7][C:8]([OH:10])=[O:9])=[CH:4][CH:3]=1.[OH-].[Na+].[CH2:15]([O:18][C:19](Cl)=[O:20])[CH:16]=[CH2:17]>O>[CH2:15]([O:18][C:19]([NH:1][C:2]1[CH:3]=[CH:4][C:5]([O:6][CH2:7][C:8]([OH:10])=[O:9])=[CH:11][CH:12]=1)=[O:20])[CH:16]=[CH2:17] |f:1.2|. Procedure: 0.9 g of 4-aminophenoxyacetic acid is suspended in 15 ml of water, and 2.4 ml of 5N NaOH solution are added. After cooling with ice, 0.63 ml of chloroformic acid allyl ester is added over a period of 5 minutes. After removing the cooling bath, the reaction mixture is stirred for 20 minutes at room temperature. The reaction mixture is then washed twice with ethyl acetate, and the aqueous phase is adjusted to pH 2 with 4N HCl and extracted with ethyl acetate. The organic solution is washed with br...